From a dataset of the Open Reaction Database (ORD), a public repository of structured organic reaction records. describe an organic reaction: reactants, conditions, products, and yield Reactants: Cc1noc(-c2ccc(-c3ccc(C4(C(=O)O)CC4)cc3)cc2)c1CC(=O)CCc1ccccc1, C[Mg+], [I-]. Yields the product Cc1noc(-c2ccc(-c3ccc(C4(C(=O)O)CC4)cc3)cc2)c1CC(C)(O)CCc1ccccc1. Reaction SMILES: [CH3:1][c:2]1[n:3][o:4][c:5](-[c:18]2[cH:19][cH:20][c:21](-[c:24]3[cH:25][cH:26][c:27]([C:30]4([C:33](=[O:34])[OH:35])[CH2:31][CH2:32]4)[cH:28][cH:29]3)[cH:22][cH:23]2)[c:6]1[CH2:7][C:8]([CH2:9][CH2:10][c:11]1[cH:12][cH:13][cH:14][cH:15][cH:16]1)=[O:17].[CH3:37][Mg+:38].[I-:36]>>[CH3:1][c:2]1[n:3][o:4][c:5](-[c:18]2[cH:19][cH:20][c:21](-[c:24]3[cH:25][cH:26][c:27]([C:30]4([C:33](=[O:34])[OH:35])[CH2:31][CH2:32]4)[cH:28][cH:29]3)[cH:22][cH:23]2)[c:6]1[CH2:7][C:8]([CH2:9][CH2:10][c:11]1[cH:12][cH:13][cH:14][cH:15][cH:16]1)([OH:17])[CH3:37].